Dataset: the Open Reaction Database (ORD), a public repository of structured organic reaction records. Task: describe an organic reaction: reactants, conditions, products, and yield Starting materials: C([O-])(O)=O.[Na+] (sodium bicarbonate), CC1(O[C@@H](C[C@@H](O1)CC(=O)N(C)OC)CS(=O)(=O)C1=NN=NN1C1=CC=CC=C1)C (2-[(4R,6S)-2,2-dimethyl-6-(1-phenyl-1H-tetrazole-5-sulfonylmethyl)-[1,3]dioxan-4-yl]-N-methoxy-N-methyl-acetamide), C1(CC1)C1=NC2=CC=CC=C2C(=C1C=O)C1=CC=C(C=C1)F (2-cyclopropyl-3-formyl-4-(4-fluorophenyl)quinoline), C[Si](C)(C)[N-][Si](C)(C)C.[Li+] (lithium bis(trimethylsilyl)amide). The solvent is O1CCCC1 (tetrahydrofuran), O1CCCC1 (tetrahydrofuran). Conditions: temperature -70 celsius, time 1 hour. The product is C1(CC1)C1=NC2=CC=CC=C2C(=C1/C=C/[C@@H]1C[C@@H](OC(O1)(C)C)CC(=O)N(C)OC)C1=CC=C(C=C1)F (E-(6-{2-[2-cyclopropyl-4-(4-fluorophenyl)quinolin-3-yl]vinyl}-[(4R,6S)-2,2-dimethyl-[1,3]dioxan-4-yl])-N-methoxy-N-methyl-acetamide). The yield is 90.1%. As a reaction SMILES: [CH3:1][C:2]1([CH3:30])[O:7][C@@H:6]([CH2:8][C:9]([N:11]([O:13][CH3:14])[CH3:12])=[O:10])[CH2:5][C@@H:4]([CH2:15]S(C2N(C3C=CC=CC=3)N=NN=2)(=O)=O)[O:3]1.[CH:31]1([C:34]2[C:43]([CH:44]=O)=[C:42]([C:46]3[CH:51]=[CH:50][C:49]([F:52])=[CH:48][CH:47]=3)[C:41]3[C:36](=[CH:37][CH:38]=[CH:39][CH:40]=3)[N:35]=2)[CH2:33][CH2:32]1.C[Si]([N-][Si](C)(C)C)(C)C.[Li+].C(=O)(O)[O-].[Na+]>O1CCCC1>[CH:31]1([C:34]2[C:43](/[CH:44]=[CH:15]/[C@H:4]3[O:3][C:2]([CH3:1])([CH3:30])[O:7][C@@H:6]([CH2:8][C:9]([N:11]([O:13][CH3:14])[CH3:12])=[O:10])[CH2:5]3)=[C:42]([C:46]3[CH:51]=[CH:50][C:49]([F:52])=[CH:48][CH:47]=3)[C:41]3[C:36](=[CH:37][CH:38]=[CH:39][CH:40]=3)[N:35]=2)[CH2:32][CH2:33]1 |f:2.3,4.5|. Procedure: 2-[(4R,6S)-2,2-dimethyl-6-(1-phenyl-1H-tetrazole-5-sulfonylmethyl)-[1,3]dioxan-4-yl]-N-methoxy-N-methyl-acetamide (16.6 g), 2-cyclopropyl-3-formyl-4-(4-fluorophenyl)quinoline (10.0 g), and tetrahydrofuran (400.0 mL) were added to a reactor and then the reaction mixture was cooled to −70° C. A solution of lithium bis(trimethylsilyl)amide in tetrahydrofuran (1M, 36.0 mL) was slowly added to the reaction mixture, the temperature of which was adjusted to −20˜−10° C. The reaction mixture was stirred ...